This data is from the Open Reaction Database (ORD), a public repository of structured organic reaction records. The task is: describe an organic reaction: reactants, conditions, products, and yield Reactants: C(CCC)NC=1C=C(C(=O)O)C=C(C1OC1=CC=CC=C1)S(N)(=O)=O (3-n-butylamino-4-phenoxy-5-sulphamyl-benzoic acid), CO (methanol), Cl (hydrogen chloride). Reaction conditions: time 5 hour. Product: COC(C1=CC(=C(C(=C1)S(N)(=O)=O)OC1=CC=CC=C1)NCCCC)=O (Methyl-3-n-butylamino-4-phenoxy-5-sulphamyl-benzoate). RXN SMILES: [CH2:1]([NH:5][C:6]1[CH:7]=[C:8]([CH:12]=[C:13]([S:22](=[O:25])(=[O:24])[NH2:23])[C:14]=1[O:15][C:16]1[CH:21]=[CH:20][CH:19]=[CH:18][CH:17]=1)[C:9]([OH:11])=[O:10])[CH2:2][CH2:3][CH3:4].Cl.[CH3:27]O>>[CH3:27][O:10][C:9](=[O:11])[C:8]1[CH:12]=[C:13]([S:22](=[O:25])(=[O:24])[NH2:23])[C:14]([O:15][C:16]2[CH:17]=[CH:18][CH:19]=[CH:20][CH:21]=2)=[C:6]([NH:5][CH2:1][CH2:2][CH2:3][CH3:4])[CH:7]=1. Procedure: A mixture of 3-n-butylamino-4-phenoxy-5-sulphamyl-benzoic acid (3 g) and methanol (60 ml) was saturated with gaseous hydrogen chloride. The reaction mixture was allowed to warm during the saturation. After cooling and standing for 5 hours, the reaction mixture was evaporated in vacuo, and the residue was recrystallized from methanol (12 ml), whereby the methyl-3-n-butylamino-4-phenoxy-5-sulphamyl-benzoate was obtained with a melting point of 148°C.